Dataset: the Open Reaction Database (ORD), a public repository of structured organic reaction records. Task: describe an organic reaction: reactants, conditions, products, and yield The reactants are CC(CCN)C (3-methylbutan-1-amine), BrC=1SC(=CN1)C(=O)N (2-bromothiazole-5-carboxamide), [N+](=O)([O-])C1=CC=C(C(=O)O)C=C1 (4-nitrobenzoic acid). Product: BrC=1SC(=CN1)C(=O)NCC=1C=CC=2N(C1)C=CN2 (2-bromo-N-(imidazo[1,2-a]pyridin-6-ylmethyl)thiazole-5-carboxamide). RXN SMILES: CC(C)[CH2:3][CH2:4][NH2:5].[Br:7][C:8]1[S:9][C:10]([C:13]([NH2:15])=[O:14])=[CH:11][N:12]=1.[N+:16]([C:19]1[CH:27]=[CH:26][C:22]([C:23](O)=O)=[CH:21]C=1)([O-])=O>>[Br:7][C:8]1[S:9][C:10]([C:13]([NH:15][CH2:23][C:22]2[CH:26]=[CH:27][C:19]3[N:16]([CH:3]=[CH:4][N:5]=3)[CH:21]=2)=[O:14])=[CH:11][N:12]=1. Reported procedure: The title compound was prepared as described in Example 1A, substituting imidazo[1,2-a]pyridin-6-ylmethanamine for 3-methylbutan-1-amine and 2-bromothiazole-5-carboxamide for 4-nitrobenzoic acid. The reactants are CC1(CC2=C(C(N1)=O)SC(=N2)N2CCOC1=C2C=C(C=C1)C=1C=NN(C1)CC=1C=NC=CC1)C (6,6-Dimethyl-2-{6-[1-(pyridin-3-ylmethyl)-1H-pyrazol-4-yl]-2,3-dihydro-4H-1,4-benzoxazin-4-yl}-6,7-dihydro[1,3]thiazolo[5,4-c]pyridin-4(5H)-one), C(C)(=O)OO (peracetic acid), C(C)(=O)OO (peracetic acid). Solvent: C(Cl)Cl (DCM). Run at time 150 minute. Yields the product CC1(CC2=C(C(N1)=O)SC(=N2)N2CCOC1=C2C=C(C=C1)C=1C=NN(C1)CC=1C=[N+](C=CC1)[O-])C (6,6-Dimethyl-2-(6-{1-[(1-oxidopyridin-3-yl)methyl]-1H-pyrazol-4-yl}-2,3-dihydro-4H-1,4-benzoxazin-4-yl)-6,7-dihydro[1,3]thiazolo[5,4-c]pyridin-4(5H)-one). Yield: 20.0%. RXN SMILES: [CH3:1][C:2]1([CH3:34])[NH:7][C:6](=[O:8])[C:5]2[S:9][C:10]([N:12]3[C:17]4[CH:18]=[C:19]([C:22]5[CH:23]=[N:24][N:25]([CH2:27][C:28]6[CH:29]=[N:30][CH:31]=[CH:32][CH:33]=6)[CH:26]=5)[CH:20]=[CH:21][C:16]=4[O:15][CH2:14][CH2:13]3)=[N:11][C:4]=2[CH2:3]1.C(OO)(=[O:37])C>C(Cl)Cl>[CH3:1][C:2]1([CH3:34])[NH:7][C:6](=[O:8])[C:5]2[S:9][C:10]([N:12]3[C:17]4[CH:18]=[C:19]([C:22]5[CH:23]=[N:24][N:25]([CH2:27][C:28]6[CH:29]=[N+:30]([O-:37])[CH:31]=[CH:32][CH:33]=6)[CH:26]=5)[CH:20]=[CH:21][C:16]=4[O:15][CH2:14][CH2:13]3)=[N:11][C:4]=2[CH2:3]1. Procedure: To a stirred solution of Example 323 (0.013 g, 0.028 mmol) in DCM (1.0 mL) was added peracetic acid (0.010 mL, 36-40 wt % in acetic acid, 0.055-0.061 mmol). The reaction mixture was stirred at r.t. for 150 minutes and then additional peracetic acid (0.040 mL, 36-40 wt % in acetic acid, 0.214-0.238 mmol) was added. After 46 h, the reaction mixture was concentrated in vacuo. Purification by preparative HPLC (Method 6) gave the title compound (0.003 g, 20%) as a white solid. δH (CDCl3) 8.19-8.13 (2... Reactants: O=C(O)c1cnn2c(C(F)F)cc(-c3ccc(C(F)(F)F)cc3)nc12, Cc1nc(N)sc1S(=O)(=O)NC(CO)CO. The product is Cc1nc(NC(=O)c2cnn3c(C(F)F)cc(-c4ccc(C(F)(F)F)cc4)nc23)sc1S(=O)(=O)NC(CO)CO. Reaction SMILES: [F:1][CH:2]([c:3]1[cH:4][c:5](-[c:15]2[cH:16][cH:17][c:18]([C:21]([F:22])([F:23])[F:24])[cH:19][cH:20]2)[n:6][c:7]2[n:8]1[n:9][cH:10][c:11]2[C:12](=[O:13])[OH:14])[F:25].[OH:26][CH2:27][CH:28]([CH2:29][OH:30])[NH:31][S:32](=[O:33])(=[O:34])[c:35]1[c:36]([CH3:41])[n:37][c:38]([NH2:40])[s:39]1>>[F:1][CH:2]([c:3]1[cH:4][c:5](-[c:15]2[cH:16][cH:17][c:18]([C:21]([F:22])([F:23])[F:24])[cH:19][cH:20]2)[n:6][c:7]2[n:8]1[n:9][cH:10][c:11]2[C:12](=[O:14])[NH:40][c:38]1[n:37][c:36]([CH3:41])[c:35]([S:32]([NH:31][CH:28]([CH2:27][OH:26])[CH2:29][OH:30])(=[O:33])=[O:34])[s:39]1)[F:25]. The reactants are [N+](=O)([O-])C1=C(C(=O)O)C=CC(=C1)OC(F)(F)F (2-Nitro-4-trifluoromethoxybenzoic acid), C(C(=O)Cl)(=O)Cl (oxalyl chloride). The reagents and catalysts are CN(C=O)C (N,N-dimethylformamide). Run in ClCCCl (1,2-dichloroethane). Conditions: time 2 day. Yields the product [N+](=O)([O-])C1=C(C(=O)OC)C=CC(=C1)OC(F)(F)F (methyl 2-nitro-4-trifluoromethoxybenzoate). As a reaction SMILES: [N+:1]([C:4]1[CH:12]=[C:11]([O:13][C:14]([F:17])([F:16])[F:15])[CH:10]=[CH:9][C:5]=1[C:6]([OH:8])=[O:7])([O-:3])=[O:2].[C:18](Cl)(=O)C(Cl)=O>CN(C)C=O.ClCCCl>[N+:1]([C:4]1[CH:12]=[C:11]([O:13][C:14]([F:15])([F:16])[F:17])[CH:10]=[CH:9][C:5]=1[C:6]([O:8][CH3:18])=[O:7])([O-:3])=[O:2]. Procedure details: 2-Nitro-4-trifluoromethoxybenzoic acid (4.7 g) was heated under reflux conditions for 2 hours with oxalyl chloride (1.95 ml) and 1,2-dichloroethane (25 ml) containing N,N-dimethylformamide (2 drops). The solvents were evaporated to dryness, the residue dissolved in drv dichloromethane and added to a solution of triethylamine (2.08 g) in dry methanol. After 2 days, the solvent was evaporated and the residue partitioned between dichloromethane and sodium bicarbonate solution. The organic phase was...